Task: describe an organic reaction: reactants, conditions, products, and yield. Dataset: the Open Reaction Database (ORD), a public repository of structured organic reaction records Reactants: C(C)OC(CC1=CC(=C(C=C1)C#N)OC)=O (ethyl(4-cyano-3-methoxyphenyl)acetate), [H-].[Na+] (NaH), Cl (hydrochloric acid), CI (Methyl iodide). Solvent: C1CCOC1 (THF), C1CCOC1 (THF). Run at time 30 minute. Product: C(#N)C1=C(C=C(C=C1)C(C(=O)OCC)C)OC (ethyl 2-(4-cyano-3-methoxyphenyl)propanoate). As a reaction SMILES: [H-].[Na+].[CH2:3]([O:5][C:6](=[O:18])[CH2:7][C:8]1[CH:13]=[CH:12][C:11]([C:14]#[N:15])=[C:10]([O:16][CH3:17])[CH:9]=1)[CH3:4].[CH3:19]I.Cl>C1COCC1>[C:14]([C:11]1[CH:12]=[CH:13][C:8]([CH:7]([CH3:19])[C:6]([O:5][CH2:3][CH3:4])=[O:18])=[CH:9][C:10]=1[O:16][CH3:17])#[N:15] |f:0.1|. Reported procedure: To a suspension solution of NaH (0.18 g, 4.6 mmol, 60% dispersion in mineral oil) in THF (50 mL) at ° C. under N2 atm was added a solution of ethyl(4-cyano-3-methoxyphenyl)acetate (1.0 g, 4.6 mmol) in THF (10 mL) drop-wise and the mixture was stirred for 30 min at the same temperature. The mixture was then allowed to warm to ambient temperature. The mixture was then allowed to cool back to 0° C. Methyl iodide (0.28 mL, 4.6 mmol) was added and the reaction mixture was stirred for 1 h. The reactio... Reactants: CC(=O)O[BH-](OC(C)=O)OC(C)=O, O=C([O-])O, CC(C)=O, ClCCl, CC(C)n1ncnc1-c1nc2c(s1)CCOc1cc(C3CNC3)ccc1-2, [Na+], [Na+]. Product: CC(C)N1CC(c2ccc3c(c2)OCCc2sc(-c4ncnn4C(C)C)nc2-3)C1. As a reaction SMILES: [C:31]([O:32][BH-:33]([O:34][C:35](=[O:36])[CH3:37])[O:38][C:39](=[O:40])[CH3:41])(=[O:42])[CH3:43].[C:45](=[O:46])([OH:47])[O-:48].[CH3:27][C:28]([CH3:29])=[O:30].[Cl:50][CH2:51][Cl:52].[NH:1]1[CH2:2][CH:3]([c:5]2[cH:6][c:7]3[c:8]([cH:25][cH:26]2)-[c:9]2[n:10][c:11](-[c:17]4[n:18]([CH:22]([CH3:23])[CH3:24])[n:19][cH:20][n:21]4)[s:12][c:13]2[CH2:14][CH2:15][O:16]3)[CH2:4]1.[Na+:44].[Na+:49]>>[N:1]1([CH:28]([CH3:27])[CH3:29])[CH2:2][CH:3]([c:5]2[cH:6][c:7]3[c:8]([cH:25][cH:26]2)-[c:9]2[n:10][c:11](-[c:17]4[n:18]([CH:22]([CH3:23])[CH3:24])[n:19][cH:20][n:21]4)[s:12][c:13]2[CH2:14][CH2:15][O:16]3)[CH2:4]1.